This data is from the Open Reaction Database (ORD), a public repository of structured organic reaction records. The task is: describe an organic reaction: reactants, conditions, products, and yield Reactants: CCO, Cc1c(N2C(=O)N3CCC(N=[N+]=[N-])C3C2C(F)(F)F)ccc(C#N)c1Cl, [H][H], O=[Pt]=O. The product is Cc1c(N2C(=O)N3CCC(N)C3C2C(F)(F)F)ccc(C#N)c1Cl. Reaction SMILES: [CH3:29][CH2:30][OH:31].[Cl:1][c:2]1[c:3]([C:4]#[N:5])[cH:6][cH:7][c:8]([N:11]2[C:12](=[O:26])[N:13]3[CH:14]([CH:15]2[C:16]([F:17])([F:18])[F:19])[CH:20]([N:23]=[N+:24]=[N-:25])[CH2:21][CH2:22]3)[c:9]1[CH3:10].[H:27][H:28].[Pt:32](=[O:33])=[O:34]>>[Cl:1][c:2]1[c:3]([C:4]#[N:5])[cH:6][cH:7][c:8]([N:11]2[C:12](=[O:26])[N:13]3[CH:14]([CH:15]2[C:16]([F:17])([F:18])[F:19])[CH:20]([NH2:23])[CH2:21][CH2:22]3)[c:9]1[CH3:10]. Reactants: C1(=CC=C(C=C1)N(C1=CC2=CC=C(C=C2C=C1)OC)C1=CC2=CC=C(C=C2C=C1)OC)C (p-tolyl-bis(6-methoxy-2-naphthyl)amine), B(Br)(Br)Br (boron tribromide), ice water. Solvent: C(Cl)Cl (methylene chloride), C(Cl)Cl (methylene chloride). The product is C1(=CC=C(C=C1)N(C1=CC2=CC=C(C=C2C=C1)O)C1=CC2=CC=C(C=C2C=C1)O)C (p-tolyl-bis(6-hydroxy-2-naphthyl)amine). As a reaction SMILES: [C:1]1([CH3:32])[CH:6]=[CH:5][C:4]([N:7]([C:20]2[CH:29]=[CH:28][C:27]3[C:22](=[CH:23][CH:24]=[C:25]([O:30]C)[CH:26]=3)[CH:21]=2)[C:8]2[CH:17]=[CH:16][C:15]3[C:10](=[CH:11][CH:12]=[C:13]([O:18]C)[CH:14]=3)[CH:9]=2)=[CH:3][CH:2]=1.B(Br)(Br)Br>C(Cl)Cl>[C:1]1([CH3:32])[CH:2]=[CH:3][C:4]([N:7]([C:20]2[CH:29]=[CH:28][C:27]3[C:22](=[CH:23][CH:24]=[C:25]([OH:30])[CH:26]=3)[CH:21]=2)[C:8]2[CH:17]=[CH:16][C:15]3[C:10](=[CH:11][CH:12]=[C:13]([OH:18])[CH:14]=3)[CH:9]=2)=[CH:5][CH:6]=1. Procedure details: In a reaction vessel equipped with an agitator, thermometer and a cooling pipe, 2.1 g of p-tolyl-bis(6-methoxy-2-naphthyl)amine and 50 mL of methylene chloride were placed. While the vessel was being cooled with ice, 12 mL of a 1M methylene chloride solution of boron tribromide was delivered by drops into the vessel, and the mixture was reacted at the same temperature for one hour. The temperature was raised to a room temperature and further reacted for one hour. Then, the reacted solution was p... The reactants are CC1=CC=C(C=C1)C=1OC2=C(C1)C=C(C=C2)C=O (2-(4-methylphenyl)benzofuran-5-carbaldehyde), CC1=CCCCC1 (1-methylcyclohexene), Cl(=O)[O-].[Na+] (sodium chlorite), P(=O)(O)(O)[O-].[Na+] (sodium dihydrogenphosphate), Cl (hydrochloric acid). The solvent is CN(C)C=O (DMF). Reaction conditions: time 3 hour. Yields the product CC1=CC=C(C=C1)C=1OC2=C(C1)C=C(C=C2)C(=O)O (2-(4-methylphenyl)benzofuran-5-carboxylic acid). Yield: 74.0%. As a reaction SMILES: [CH3:1][C:2]1[CH:7]=[CH:6][C:5]([C:8]2[O:9][C:10]3[CH:16]=[CH:15][C:14]([CH:17]=[O:18])=[CH:13][C:11]=3[CH:12]=2)=[CH:4][CH:3]=1.CC1CCCCC=1.Cl([O-])=[O:27].[Na+].P([O-])(O)(O)=O.[Na+].Cl>CN(C=O)C>[CH3:1][C:2]1[CH:3]=[CH:4][C:5]([C:8]2[O:9][C:10]3[CH:16]=[CH:15][C:14]([C:17]([OH:27])=[O:18])=[CH:13][C:11]=3[CH:12]=2)=[CH:6][CH:7]=1 |f:2.3,4.5|. Reported procedure: To a solution of 2-(4-methylphenyl)benzofuran-5-carbaldehyde (500 mg) and 1-methylcyclohexene (1.2 ml) in DMF (15 ml) was added a solution (9 ml) of sodium chlorite (80%, 1.5 g) and sodium dihydrogenphosphate (1.5 g) at room temperature, and the mixture was stirred for 3 hours. To the mixture was added 1N hydrochloric acid, and the mixture was extracted with ethyl acetate. The organic layer was washed with sodium thiosulfate and saturated brine, and dried with magnesium sulfate. Under reduced pr... The reactants are OC1=CC=2C(C3=CC(=CC=C3C(C2C=C1)=O)O)=O (2,7-dihydroxyanthraquinone), C(C)(C)N(CCCl)C(C)C (2-diisopropylaminoethyl chloride), C(C)N(CCCl)CC (2-diethylaminoethyl chloride), OC1=CC=2C(C3=CC=C(C=C3C(C2C=C1)=O)O)=O (2,6-dihydroxyanthraquinone). The product is Cl.Cl.C(C)N(CCOC1=CC=2C(C3=CC(=CC=C3C(C2C=C1)=O)OCCN(CC)CC)=O)CC (2,7-bis(2-diethylaminoethoxy)anthraquinone dihydrochloride). As a reaction SMILES: [OH:1][C:2]1[CH:15]=[CH:14][C:13]2[C:12](=[O:16])[C:11]3[C:6](=[CH:7][C:8]([OH:17])=[CH:9][CH:10]=3)[C:5](=[O:18])[C:4]=2[CH:3]=1.[CH2:19]([N:21]([CH2:25][CH3:26])[CH2:22][CH2:23][Cl:24])[CH3:20].OC1C=CC2C(=O)C3C(=CC=C(O)C=3)C(=O)C=2C=1.[CH:45]([N:48]([CH:52](C)[CH3:53])[CH2:49][CH2:50][Cl:51])(C)[CH3:46]>>[ClH:24].[ClH:51].[CH2:19]([N:21]([CH2:25][CH3:26])[CH2:22][CH2:23][O:1][C:2]1[CH:15]=[CH:14][C:13]2[C:12](=[O:16])[C:11]3[C:6](=[CH:7][C:8]([O:17][CH2:46][CH2:45][N:48]([CH2:52][CH3:53])[CH2:49][CH3:50])=[CH:9][CH:10]=3)[C:5](=[O:18])[C:4]=2[CH:3]=1)[CH3:20] |f:4.5.6|. Procedure details: When in the procedure of Example 22, 2,7-dihydroxyanthraquinone and 2-diethylaminoethyl chloride are respectively substituted for 2,6-dihydroxyanthraquinone and 2-diisopropylaminoethyl chloride, 2,7-bis(2-diethylaminoethoxy)anthraquinone dihydrochloride is obtained. M.P. 232°-234°C (dec.). Reactants: C([O-])([O-])=O.[K+].[K+] (potassium carbonate), ClC1=C(C(=O)NC=2C=CC=C3C=C(C=NC23)C)C(=CC=C1)Cl (8-(2,6-dichlorobenzoylamino)-3-methylquinoline), BrN1C(CCC1=O)=O (N-bromosuccinimide), N(=NC(C#N)(CC(C)(C)OC)C)C(C#N)(CC(C)(OC)C)C (2,2'-azobis(2,4-dimethyl-4-methoxyvaleronitrile)), BrCC=1C=NC2=C(C=CC=C2C1)NC(C1=C(C=CC=C1Cl)Cl)=O (3-bromomethyl-8-(2,6-dichlorobenzoylamino)quinoline). Solvent: C(C)(=O)OCC (ethyl acetate), O (water), C(C)(=O)O (acetic acid), ClCCl (dichloromethane), C(Cl)(Cl)(Cl)Cl (carbon tetrachloride), CN(C=O)C (dimethylformamide). Run at time 3 hour. The product is C(C)(=O)OCC=1C=NC2=C(C=CC=C2C1)NC(C1=C(C=CC=C1Cl)Cl)=O (3-acetoxymethyl-8-(2,6-dichlorobenzoylamino)quinoline). Isolated yield 379.7%. As a reaction SMILES: [Cl:1][C:2]1[CH:21]=[CH:20][CH:19]=[C:18]([Cl:22])[C:3]=1[C:4]([NH:6][C:7]1[CH:8]=[CH:9][CH:10]=[C:11]2[C:16]=1[N:15]=[CH:14][C:13]([CH3:17])=[CH:12]2)=[O:5].BrN1[C:28](=[O:29])[CH2:27]CC1=O.N(C(C)(CC(C)(OC)C)C#N)=NC(C)(CC([O:40]C)(C)C)C#N.BrCC1C=NC2C(C=1)=CC=CC=2NC(=O)C1C(Cl)=CC=CC=1Cl.C(=O)([O-])[O-].[K+].[K+]>ClCCl.C(Cl)(Cl)(Cl)Cl.C(OCC)(=O)C.CN(C)C=O.O.C(O)(=O)C>[C:28]([O:29][CH2:17][C:13]1[CH:14]=[N:15][C:16]2[C:11]([CH:12]=1)=[CH:10][CH:9]=[CH:8][C:7]=2[NH:6][C:4](=[O:5])[C:3]1[C:18]([Cl:22])=[CH:19][CH:20]=[CH:21][C:2]=1[Cl:1])(=[O:40])[CH3:27] |f:4.5.6|. Reported procedure: A mixture of 8-(2,6-dichlorobenzoylamino)-3-methylquinoline (108 mg), N-bromosuccinimide (69.6 mg) and 2,2'-azobis(2,4-dimethyl-4-methoxyvaleronitrile) (10.1 mg) in dichloromethane and carbon tetrachloride was refluxed for 2 hours. After cooling, the mixture was diluted with ethyl acetate, washed with water, saturated sodium bicarbonate solution and brine, dried over magnesium sulfate and evaporated in vacuo to give a residue containing 3-bromomethyl-8-(2,6-dichlorobenzoylamino)quinoline. The re...